From a dataset of the Open Reaction Database (ORD), a public repository of structured organic reaction records. describe an organic reaction: reactants, conditions, products, and yield Reactants: COC=1C=C(C=CC1)O (3-methoxyphenol), C(=O)([O-])[O-].[K+].[K+] (K2CO3), ClC1=NC=C(C(=N1)N(CCCOC=1C=C2CC[C@H](C2=CC1)CC(=O)OCC)C)C (ethyl ((1S)-5-{3-[(2-chloro-5-methyl-4-pyrimidinyl)(methyl)amino]propoxy}-2,3-dihydro-1H-inden-1-yl)acetate). Run in CN(C)C=O (DMF). Reaction conditions: temperature 80 celsius, time 48 hour. The product is COC=1C=C(OC2=NC=C(C(=N2)N(CCCOC=2C=C3CC[C@H](C3=CC2)CC(=O)OCC)C)C)C=CC1 (ethyl ((1S)-5-{3-[[2-(3-methoxyphenoxy)-5-methyl-4-pyrimidinyl](methyl)amino]propoxy}-2,3-dihydro-1H-inden-1-yl)acetate). Yield: 47.0%. RXN SMILES: C([O-])([O-])=O.[K+].[K+].[CH3:7][O:8][C:9]1[CH:10]=[C:11]([OH:15])[CH:12]=[CH:13][CH:14]=1.Cl[C:17]1[N:22]=[C:21]([N:23]([CH3:43])[CH2:24][CH2:25][CH2:26][O:27][C:28]2[CH:29]=[C:30]3[C:34](=[CH:35][CH:36]=2)[C@H:33]([CH2:37][C:38]([O:40][CH2:41][CH3:42])=[O:39])[CH2:32][CH2:31]3)[C:20]([CH3:44])=[CH:19][N:18]=1>CN(C=O)C>[CH3:7][O:8][C:9]1[CH:10]=[C:11]([CH:12]=[CH:13][CH:14]=1)[O:15][C:17]1[N:22]=[C:21]([N:23]([CH3:43])[CH2:24][CH2:25][CH2:26][O:27][C:28]2[CH:29]=[C:30]3[C:34](=[CH:35][CH:36]=2)[C@H:33]([CH2:37][C:38]([O:40][CH2:41][CH3:42])=[O:39])[CH2:32][CH2:31]3)[C:20]([CH3:44])=[CH:19][N:18]=1 |f:0.1.2|. Procedure: To a suspension of K2CO3 (132 mg, 0.96 mmol) in DMF (5 mL) was added 3-methoxyphenol (36 mg, 0.290 mmol), followed by the portionwise addition of ethyl ((1S)-5-{3-[(2-chloro-5-methyl-4-pyrimidinyl)(methyl)amino]propoxy}-2,3-dihydro-1H-inden-1-yl)acetate prepared in Example 342. The reaction mixture was stirred at 80° C. for 48 h, and then concentrated under reduced pressure. The residue was purified by silica gel flash chromatography to yield the title compound (56.5 mg, 47%) as a yellow oil. 1H... Reaction conditions: time 18 hour. Run in C(C)#N (acetonitrile), C(C)#N (acetonitrile). Reported procedure: 2-[2-(2-Chloroethoxy)ethoxy]ethanol 31 (9.273 g, 55 mmol) and benzylamine (26.3 mL, 240 mmol) were dissolved in absolute acetonitrile (150 mL) whereupon potassium carbonate (25.0 g, 180 mmol) was added. The suspension was heated at reflux with vigorous stirring under an argon atmosphere for 18 hours. The suspension was allowed to cool to room temperature, diluted with acetonitrile (100 mL) and filtered through a Celite™ pad. The acetonitrile was removed under reduced pressure and the unreacted b... Yield: 76.7%. Reactants: ClCCOCCOCCO (2-[2-(2-Chloroethoxy)ethoxy]ethanol), C(C1=CC=CC=C1)N (benzylamine), C([O-])([O-])=O.[K+].[K+] (potassium carbonate). RXN SMILES: Cl[CH2:2][CH2:3][O:4][CH2:5][CH2:6][O:7][CH2:8][CH2:9][OH:10].[CH2:11]([NH2:18])[C:12]1[CH:17]=[CH:16][CH:15]=[CH:14][CH:13]=1.C(=O)([O-])[O-].[K+].[K+]>C(#N)C>[CH2:11]([NH:18][CH2:2][CH2:3][O:4][CH2:5][CH2:6][O:7][CH2:8][CH2:9][OH:10])[C:12]1[CH:17]=[CH:16][CH:15]=[CH:14][CH:13]=1 |f:2.3.4|. The product is C(C1=CC=CC=C1)NCCOCCOCCO (2-[2-(2-Benzylaminoethoxy)ethoxy]ethanol). Starting materials: SC1=CC(=NC=2N1N=C(N2)CNC(=O)C2=CC1=C(OC(O1)(C1=CC=CC=C1)C1=CC=CC=C1)C=C2)C (N-[(7-Mercapto-5-methyl-s-triazolo[1,5-a]-pyrimidin-2-yl)methyl]-2,2-diphenyl-1,3-benzodioxol-5-carboxamide). Run in FC(C(=O)O)(F)F (trifluoroacetic acid), O (water). Run at time 1 hour. Yields the product OC=1C=C(C(=O)NCC2=NN3C(N=C(C=C3S)C)=N2)C=CC1O (3,4-dihydroxy-N-(7-mercapto-5-methyl[1.2.4]triazolo[1,5-a]pyrimidin-2-ylmethyl)-benzamide). The yield is 94.9%. RXN SMILES: [SH:1][C:2]1[N:7]2[N:8]=[C:9]([CH2:11][NH:12][C:13]([C:15]3[CH:35]=[CH:34][C:18]4[O:19]C(C5C=CC=CC=5)(C5C=CC=CC=5)[O:21][C:17]=4[CH:16]=3)=[O:14])[N:10]=[C:6]2[N:5]=[C:4]([CH3:36])[CH:3]=1>FC(F)(F)C(O)=O.O>[OH:21][C:17]1[CH:16]=[C:15]([CH:35]=[CH:34][C:18]=1[OH:19])[C:13]([NH:12][CH2:11][C:9]1[N:10]=[C:6]2[N:5]=[C:4]([CH3:36])[CH:3]=[C:2]([SH:1])[N:7]2[N:8]=1)=[O:14]. Reported procedure: N-[(7-Mercapto-5-methyl-s-triazolo[1,5-a]-pyrimidin-2-yl)methyl]-2,2-diphenyl-1,3-benzodioxol-5-carboxamide (22.7 g) are stirred for 1 hour in 210 ml of trifluoroacetic acid and 5 ml of water. A small amount of insoluble material is filtered off and the mother liquor is evaporated to dryness. The yellow residue is treated with 900 ml of ethyl acetate, stirred in an ultrasound bath for 1 hour and subsequently cooled in an ice bath. The yellow solid is filtered off and dried in a vacuum at 40° C. ... Reactants: COC=1C=C2CCC(C2=CC1)C(F)(F)F (5-Methoxy-1-(trifluoromethyl)indan), COC1=C(C=O)C=C(C=C1)CC(F)(F)F (2-Methoxy-5-(2,2,2-trifluoroethyl)benzaldehyde). Yields the product C(=O)C1=C(C=C2CCC(C2=C1)C(F)(F)F)OC (6-Formyl-5-methoxy-1-(trifluoromethyl)indan). RXN SMILES: [CH3:1][O:2][C:3]1[CH:4]=[C:5]2[C:9](=[CH:10][CH:11]=1)[CH:8]([C:12]([F:15])([F:14])[F:13])[CH2:7][CH2:6]2.[CH3:16][O:17]C1C=CC(CC(F)(F)F)=CC=1C=O>>[CH:16]([C:11]1[CH:10]=[C:9]2[C:5]([CH2:6][CH2:7][CH:8]2[C:12]([F:13])([F:14])[F:15])=[CH:4][C:3]=1[O:2][CH3:1])=[O:17]. Procedure: This compound was prepared from Compound 64 in the same manner of Compound 46. Starting materials: NN1C(=C(C=C1)Br)C(=O)NC1=CC(=CC(=C1)F)F (1-amino-3-bromo-N-(3,5-difluorophenyl)-1H-pyrrole-2-carboxamide), C(C)(C)(C)OC(=O)N[C@H](C(=O)O)CC ((S)-2-(tert-butoxycarbonylamino)butanoic acid), 45a. Yields the product BrC1=C(N(C=C1)NC([C@H](CC)NC(OC(C)(C)C)=O)=O)C(NC1=CC(=CC(=C1)F)F)=O ((S)-tert-Butyl 1-(3-bromo-2-(3,5-difluorophenylcarbamoyl)-1H-pyrrol-1-ylamino)-1-oxobutan-2-ylcarbamate). Yield: 14.0%. RXN SMILES: [NH2:1][N:2]1[CH:6]=[CH:5][C:4]([Br:7])=[C:3]1[C:8]([NH:10][C:11]1[CH:16]=[C:15]([F:17])[CH:14]=[C:13]([F:18])[CH:12]=1)=[O:9].[C:19]([O:23][C:24]([NH:26][C@@H:27]([CH2:31][CH3:32])[C:28](O)=[O:29])=[O:25])([CH3:22])([CH3:21])[CH3:20]>>[Br:7][C:4]1[CH:5]=[CH:6][N:2]([NH:1][C:28](=[O:29])[C@@H:27]([NH:26][C:24](=[O:25])[O:23][C:19]([CH3:21])([CH3:20])[CH3:22])[CH2:31][CH3:32])[C:3]=1[C:8](=[O:9])[NH:10][C:11]1[CH:16]=[C:15]([F:17])[CH:14]=[C:13]([F:18])[CH:12]=1. Procedure: The title compound was prepared from 1-amino-3-bromo-N-(3,5-difluorophenyl)-1H-pyrrole-2-carboxamide (1 g, 3.16 mmol) and (S)-2-(tert-butoxycarbonylamino)butanoic acid following the experimental procedure described in Preparation 45a. 0.26 g (14% yield) of the desired compound were obtained. Reactants: ClC1=C2N=C(N(C2=NC(=N1)C)CC(=O)N)C1=C(C=CC=C1)Cl (2-[6-chloro-8-(2-chlorophenyl)-2-methyl-purin-9-yl]acetamide), P(=O)(Cl)(Cl)Cl (phosphoryl chloride). Yields the product ClC1=C2N=C(N(C2=NC(=N1)C)CC#N)C1=C(C=CC=C1)Cl (2-[6-Chloro-8-(2-chlorophenyl)-2-methyl-purin-9-yl]acetonitrile). Yield: 78.6%. Reaction SMILES: [Cl:1][C:2]1[N:10]=[C:9]([CH3:11])[N:8]=[C:7]2[C:3]=1[N:4]=[C:5]([C:16]1[CH:21]=[CH:20][CH:19]=[CH:18][C:17]=1[Cl:22])[N:6]2[CH2:12][C:13]([NH2:15])=O.P(Cl)(Cl)(Cl)=O>>[Cl:1][C:2]1[N:10]=[C:9]([CH3:11])[N:8]=[C:7]2[C:3]=1[N:4]=[C:5]([C:16]1[CH:21]=[CH:20][CH:19]=[CH:18][C:17]=1[Cl:22])[N:6]2[CH2:12][C:13]#[N:15]. Procedure: Heat a solution of 2-[6-chloro-8-(2-chlorophenyl)-2-methyl-purin-9-yl]acetamide (0.3 g, 0.8 mmol) and phosphoryl chloride (2.5 mL) at 110° C. for 16 h. Quench the reaction with aqueous sodium bicarbonate solution and extract with dichloromethane. Wash the organics with water and brine. Dry the organic layer over anhydrous sodium sulfate, filter, and concentrate to give the title compound (0.2 g). ES/MS m/z 318 (M+1).